Dataset: the Open Reaction Database (ORD), a public repository of structured organic reaction records. Task: describe an organic reaction: reactants, conditions, products, and yield The reactants are Cn1c(Br)c(C=O)c2ccccc21, CC(C)O, [O-][Cl+][O-], [Na+], [O-][Cl+][O-], O=P([O-])([O-])[O-], O. Yields the product Cn1c(Br)c(C(=O)O)c2ccccc21. As a reaction SMILES: [Br:1][c:2]1[n:3]([CH3:13])[c:4]2[cH:5][cH:6][cH:7][cH:8][c:9]2[c:10]1[CH:11]=[O:12].[CH3:27][CH:28]([OH:29])[CH3:30].[Cl+:14]([O-:15])[O-:16].[Na+:17].[O-:18][Cl+:19][O-:20].[O-:21][P:22](=[O:23])([O-:24])[O-:25].[OH2:26]>>[Br:1][c:2]1[n:3]([CH3:13])[c:4]2[cH:5][cH:6][cH:7][cH:8][c:9]2[c:10]1[C:11](=[O:12])[OH:15]. Reactants: ClC1=CC(=C(C=C1)[N+](=O)[O-])[N+](=O)[O-] (4-chloro-1,2-dinitrobenzene), COC1=CC=C(N)C=C1 (4-methoxyaniline), CC1=C(C(=C(C=C1)C)C)C (1,2,3,4-tetramethylbenzene). The solvent is O (water). The product is ClC1=CC(=C(C=C1)[N+](=O)[O-])NC1=CC=C(C=C1)OC (4-Chloro-2-[(4-methoxyphenyl)amino]-1-nitrobenzene). Isolated yield 33.4%. Reaction SMILES: [Cl:1][C:2]1[CH:7]=[CH:6][C:5]([N+:8]([O-:10])=[O:9])=[C:4]([N+:11]([O-])=O)[CH:3]=1.[CH3:14][O:15][C:16]1[CH:22]=[CH:21][C:19](N)=[CH:18][CH:17]=1.CC1C=CC(C)=C(C)C=1C>O>[Cl:1][C:2]1[CH:7]=[CH:6][C:5]([N+:8]([O-:10])=[O:9])=[C:4]([NH:11][C:19]2[CH:21]=[CH:22][C:16]([O:15][CH3:14])=[CH:17][CH:18]=2)[CH:3]=1. Procedure details: A mixture of 10 g of 4-chloro-1,2-dinitrobenzene, 6.5 g of 4-methoxyaniline and 16 g of 1,2,3,4-tetramethylbenzene is refluxed for 15 hours. After cooling, water is added, the mixture is extracted with AcOEt, washed with a 1N solution of HCl , with a 1N solution of NaOH and with water and dried over Na2SO4 and the solvent is evaporated off under vacuum. The residue is taken up with iso ether, a gummy insoluble material is separated off and the filtrate is chromatographed on alumina using iso eth... Reported procedure: In analogy to the procedures described for example 1, for intermediate 5B and for intermediate 1, the title compound has been prepared by the following reaction sequence: i) 6-chloro-2,4-dimethyl-nicotinic acid ethyl ester [Zhou, Y.; Bridger, G. J.; Skerlj, R. T.; Bogucki, D.; Yang, W.; Bourque, E.; Langille, J.; Li, T.-S.; Metz, M. U.S. Pat. Appl. Publ. (2005), US 2005277668 A1] was reacted with 3-trifluoromethyl-phenyl boronic acid to give 2,4-dimethyl-6-(3-trifluoromethyl-phenyl)-nicotinic ac... RXN SMILES: [CH2:1]([O:3][C:4](=[O:14])[C:5]1[C:10]([CH3:11])=[CH:9][C:8](Cl)=[N:7][C:6]=1[CH3:13])[CH3:2].[F:15][C:16]([F:27])([F:26])[C:17]1[CH:18]=[C:19](B(O)O)[CH:20]=[CH:21][CH:22]=1>>[CH2:1]([O:3][C:4](=[O:14])[C:5]1[C:10]([CH3:11])=[CH:9][C:8]([C:21]2[CH:20]=[CH:19][CH:18]=[C:17]([C:16]([F:27])([F:26])[F:15])[CH:22]=2)=[N:7][C:6]=1[CH3:13])[CH3:2]. Yields the product C(C)OC(C1=C(N=C(C=C1C)C1=CC(=CC=C1)C(F)(F)F)C)=O (2,4-dimethyl-6-(3-trifluoromethyl-phenyl)-nicotinic acid ethyl ester). The reactants are C(C)OC(C1=C(N=C(C=C1C)Cl)C)=O (6-chloro-2,4-dimethyl-nicotinic acid ethyl ester), FC(C=1C=C(C=CC1)B(O)O)(F)F (3-trifluoromethyl-phenyl boronic acid).